From a dataset of the Open Reaction Database (ORD), a public repository of structured organic reaction records. describe an organic reaction: reactants, conditions, products, and yield The reactants are ClC1=NC(=NC=C1C(=O)OCC)SC (ethyl 4-chloro-2-(methylthio)pyrimidine-5-carboxylate), C[O-].[Na+] (sodium methoxide). The solvent is CO (methanol), CO (methanol). Run at time 5 hour. The product is COC1=NC(=NC=C1C(=O)OC)SC (methyl 4-methoxy-2-(methylthio)pyrimidine-5-carboxylate). As a reaction SMILES: Cl[C:2]1[C:7]([C:8]([O:10][CH2:11]C)=[O:9])=[CH:6][N:5]=[C:4]([S:13][CH3:14])[N:3]=1.[CH3:15][O-:16].[Na+]>CO>[CH3:15][O:16][C:2]1[C:7]([C:8]([O:10][CH3:11])=[O:9])=[CH:6][N:5]=[C:4]([S:13][CH3:14])[N:3]=1 |f:1.2|. Reported procedure: A mixture of 5 g of ethyl 4-chloro-2-(methylthio)pyrimidine-5-carboxylate, 250 mL of methanol and 5 mL of 30% sodium methoxide in methanol was stirred under nitrogen at room temperature for 5 hrs, quenched with 10 mL of acetic acid and concentrated under reduced pressure. The residue was partitioned between 100 mL of saturated sodium bicarbonate and 200 mL of ethyl acetate and the extracts dried over MgSO4. Concentration under reduced pressure gave a white crystalline solid: MS (m+1)=215.1; 1H N...